This data is from the Open Reaction Database (ORD), a public repository of structured organic reaction records. The task is: describe an organic reaction: reactants, conditions, products, and yield The reactants are FC1=C(CC(=O)O)C=CC(=C1OC)OC (2-fluorohomoveratric acid), COC(CN)OC (aminoacetaldehyde dimethylacetal). Yields the product COC(CNC(CC1=C(C(=C(C=C1)OC)OC)F)=O)OC (N-(2,2-dimethoxyethyl)-3,4,-dimethoxy-2-fluorophenylacetamide). RXN SMILES: [F:1][C:2]1[C:11]([O:12][CH3:13])=[C:10]([O:14][CH3:15])[CH:9]=[CH:8][C:3]=1[CH2:4][C:5]([OH:7])=O.[CH3:16][O:17][CH:18]([O:21][CH3:22])[CH2:19][NH2:20]>>[CH3:16][O:17][CH:18]([O:21][CH3:22])[CH2:19][NH:20][C:5](=[O:7])[CH2:4][C:3]1[CH:8]=[CH:9][C:10]([O:14][CH3:15])=[C:11]([O:12][CH3:13])[C:2]=1[F:1]. Procedure: Following the procedures outlined in Examples 1 and 2, the 2-fluorohomoveratric acid is reacted with aminoacetaldehyde dimethylacetal to form N-(2,2-dimethoxyethyl)-3,4,-dimethoxy-2-fluorophenylacetamide which is ring closed with hydrochloric acid and glacial acetic acid to obtain 2,3-dihydro-7,8-dimethoxy-6-fluoro-2-oxo-1H-3-benzazepine. The dihydrobenzazepine is reduced first with hydrogen and palladium-on-carbon, then with diborane to give 7,8-dimethoxy-6-fluoro-2,3,4,5-tetrahydro-1H-3-benzaz... Reactants: C(#N)C1=C(C=CC=C1)C1=CC=C(C=C1)C=O (2'-cyanobiphenyl-4-carbaldehyde), Cl.COC([C@H](N)C)=O ((D)-alanine methyl ester hydrochloride), C(#N)[BH3-].[Na+] (sodium cyanoborohydride). Yields the product COC([C@H](NCC1=CC=C(C=C1)C1=C(C=CC=C1)C#N)C)=O (N-[(2'-cyanobiphenyl-4-yl)methyl]-(D)-alanine methyl ester). As a reaction SMILES: [C:1]([C:3]1[CH:8]=[CH:7][CH:6]=[CH:5][C:4]=1[C:9]1[CH:14]=[CH:13][C:12]([CH:15]=O)=[CH:11][CH:10]=1)#[N:2].Cl.[CH3:18][O:19][C:20](=[O:24])[C@@H:21]([CH3:23])[NH2:22].C([BH3-])#N.[Na+]>>[CH3:18][O:19][C:20](=[O:24])[C@@H:21]([CH3:23])[NH:22][CH2:15][C:12]1[CH:11]=[CH:10][C:9]([C:4]2[CH:5]=[CH:6][CH:7]=[CH:8][C:3]=2[C:1]#[N:2])=[CH:14][CH:13]=1 |f:1.2,3.4|. Procedure details: The starting material can be obtained, for example, analogously to Example 1b): Reaction of 2.0 g of 2'-cyanobiphenyl-4-carbaldehyde, 9.6 g of molecular sieve 5 A, 1.34 g of (D)-alanine methyl ester hydrochloride and 680 mg of sodium cyanoborohydride yields N-[(2'-cyanobiphenyl-4-yl)methyl]-(D)-alanine methyl ester after flash chromatography (N3). 1H-NMR (DMSO): 1.21 ppm (d, 3H), 3.63 ppm (s, 3H), 3.75 ppm (dd, 1H), 4.56 ppm (d, 2H), 4.58 ppm (d, 2H), 5.31 ppm (t, 1H), 7.4-8 ppm aromatics. Starting materials: CC(C)=O, CCOC(C)=O, NC1CCCCCC1, COc1ccc(Nc2nc(Cl)nc(Cl)n2)cc1Cl, [Na+], [OH-], O. RXN SMILES: [CH3:30][C:31](=[O:32])[CH3:33].[CH3:34][CH2:35][O:36][C:37](=[O:38])[CH3:39].[CH:19]1([NH2:26])[CH2:20][CH2:21][CH2:22][CH2:23][CH2:24][CH2:25]1.[Cl:1][c:2]1[cH:3][c:4]([NH:10][c:11]2[n:12][c:13]([Cl:18])[n:14][c:15]([Cl:17])[n:16]2)[cH:5][cH:6][c:7]1[O:8][CH3:9].[Na+:29].[OH-:28].[OH2:27]>>[Cl:1][c:2]1[cH:3][c:4]([NH:10][c:11]2[n:12][c:13]([Cl:18])[n:14][c:15]([NH:26][CH:19]3[CH2:20][CH2:21][CH2:22][CH2:23][CH2:24][CH2:25]3)[n:16]2)[cH:5][cH:6][c:7]1[O:8][CH3:9]. The product is COc1ccc(Nc2nc(Cl)nc(NC3CCCCCC3)n2)cc1Cl.